Task: describe an organic reaction: reactants, conditions, products, and yield. Dataset: the Open Reaction Database (ORD), a public repository of structured organic reaction records Reactants: [Br-], CC[Mg+], CCN(CC)CCCCl, CCOCC, N#Cc1ccc(F)cc1, [Mg], C1CCOC1. The product is CCN(CC)CCCC(=O)c1ccc(F)cc1. As a reaction SMILES: [Br-:11].[CH2:12]([Mg+:13])[CH3:14].[CH2:1]([CH3:2])[N:3]([CH2:4][CH2:5][CH2:6][Cl:7])[CH2:8][CH3:9].[CH3:29][CH2:30][O:31][CH2:32][CH3:33].[F:15][c:16]1[cH:17][cH:18][c:19]([C:20]#[N:21])[cH:22][cH:23]1.[Mg:10].[O:24]1[CH2:25][CH2:26][CH2:27][CH2:28]1>>[CH2:1]([CH3:2])[N:3]([CH2:4][CH2:5][CH2:6][C:20]([c:19]1[cH:18][cH:17][c:16]([F:15])[cH:23][cH:22]1)=[O:24])[CH2:8][CH3:9]. The reactants are C(C)(C)(C)OC(NCC1=NC=C(C2=CC(=C(C=C12)OC)OC)CC(N(C)CC1=CC=CC=C1)=O)=O ({4-[(benzyl-methyl-carbamoyl)-methyl]-6,7-dimethoxy-isoquinolin-1-ylmethyl}-carbamic acid tert-butyl ester), Cl (HCl). Solvent: CCOC(=O)C (EtOAc). Product: Cl.NCC1=NC=C(C2=CC(=C(C=C12)OC)OC)CC(=O)N(C)CC1=CC=CC=C1 (2-(1-aminomethyl-6,7-dimethoxy-isoquinolin-4-yl)-N-benzyl-N-methyl-acetamide hydrochloride). Yield: 66.0%. As a reaction SMILES: C(OC(=O)[NH:7][CH2:8][C:9]1[C:18]2[C:13](=[CH:14][C:15]([O:21][CH3:22])=[C:16]([O:19][CH3:20])[CH:17]=2)[C:12]([CH2:23][C:24](=[O:34])[N:25]([CH2:27][C:28]2[CH:33]=[CH:32][CH:31]=[CH:30][CH:29]=2)[CH3:26])=[CH:11][N:10]=1)(C)(C)C.[ClH:36]>CCOC(C)=O>[ClH:36].[NH2:7][CH2:8][C:9]1[C:18]2[C:13](=[CH:14][C:15]([O:21][CH3:22])=[C:16]([O:19][CH3:20])[CH:17]=2)[C:12]([CH2:23][C:24]([N:25]([CH2:27][C:28]2[CH:33]=[CH:32][CH:31]=[CH:30][CH:29]=2)[CH3:26])=[O:34])=[CH:11][N:10]=1 |f:3.4|. Procedure: As described in Example 1, 60 mg of {4-[(benzyl-methyl-carbamoyl)-methyl]-6,7-dimethoxy-isoquinolin-1-ylmethyl}-carbamic acid tert-butyl ester was treated with HCl in EtOAc to give 31 mg (66%) of 2-(1-aminomethyl-6,7-dimethoxy-isoquinolin-4-yl)-N-benzyl-N-methyl-acetamide hydrochloride. MS: APCI (M+H) calc'd for C22H25N3O3+H 380.5; found 380.1. Reactants: N1N=C(N=C1)CC1=CC=C(C#N)C=C1 (4-[1-(1,2,4-triazolyl)methyl]benzonitrile), BrCC1=CC=C(C=C1)C#N (α-bromo-4-tolunitrile), N1N=CN=C1 (1,2,4-triazole). The solvent is C(C)#N (acetonitrile), C(Cl)(Cl)Cl (chloroform). Yields the product C1=CC(=CC=C1C#N)C(C=2C=CC(=CC2)C#N)N3C=NC=N3 (letrozole). RXN SMILES: N1C=N[C:3]([CH2:6][C:7]2[CH:14]=[CH:13][C:10]([C:11]#[N:12])=[CH:9][CH:8]=2)=N1.BrCC1[CH:22]=[CH:21][C:20]([C:23]#[N:24])=[CH:19][CH:18]=1.[NH:25]1[CH:29]=[N:28][CH:27]=[N:26]1>C(#N)C.C(Cl)(Cl)Cl>[CH:13]1[C:10]([C:11]#[N:12])=[CH:9][CH:8]=[C:7]([CH:6]([N:25]2[N:26]=[CH:27][N:28]=[CH:29]2)[C:3]2[CH:18]=[CH:19][C:20]([C:23]#[N:24])=[CH:21][CH:22]=2)[CH:14]=1. Reported procedure: U.S. Pat. No. 5,473,078 (“the '078 patent”) describes a method of preparing 4-[1-(1,2,4-triazolyl)methyl]benzonitrile by refluxing a solution of α-bromo-4-tolunitrile with 1,2,4-triazole for 15 hours in a mixture of acetonitrile and chloroform. The intermediate is purified by chromatography on silica gel, eluting with chloroform and isopropanol, and then reacted with 4-fluorobenzonitrile and potassium tert-butoxide in DMF, to obtain letrozole. An exemplary process described in the '078 patent is... Reactants: OCCN=C(O)C1=C(CCC2=CC=CC=C12)C(=O)O (N-(2'-hydroxyethyl)-3,4-dihydronaphthalene-1,2-dicarboxylic acid imide), C(C(=C)C)(=O)O (methacrylic acid), S(O)(O)(=O)=O (sulphuric acid), C(C)(C)(C)C1=CC(=CC(=C1O)C(C)(C)C)C (2,6-di-tert.-butyl-p-cresol), [OH-].[Ca+2].[OH-] (calcium hydroxide). Solvent: C1(=CC=CC=C1)C (toluene), O (water). Run at time 5 minute. Yields the product C(C(=C)C)(=O)OCCN=C(O)C1=C(CCC2=CC=CC=C12)C(=O)O (N-(2'-Methacryloyloxyethyl)-3,4-dihydronaphthalene-1,2-dicarboxylic acid imide). Reaction SMILES: [OH:1][CH2:2][CH2:3][N:4]=[C:5]([C:7]1[C:16]2[C:11](=[CH:12][CH:13]=[CH:14][CH:15]=2)[CH2:10][CH2:9][C:8]=1[C:17]([OH:19])=[O:18])[OH:6].[C:20](O)(=[O:24])[C:21]([CH3:23])=[CH2:22].S(=O)(=O)(O)O.C(C1C(O)=C(C(C)(C)C)C=C(C)C=1)(C)(C)C.[OH-].[Ca+2].[OH-]>C1(C)C=CC=CC=1.O>[C:20]([O:1][CH2:2][CH2:3][N:4]=[C:5]([C:7]1[C:16]2[C:11](=[CH:12][CH:13]=[CH:14][CH:15]=2)[CH2:10][CH2:9][C:8]=1[C:17]([OH:19])=[O:18])[OH:6])(=[O:24])[C:21]([CH3:23])=[CH2:22] |f:4.5.6|. Reported procedure: 24.3 g (0.1 mol) of N-(2'-hydroxyethyl)-3,4-dihydronaphthalene-1,2-dicarboxylic acid imide, 12.9 g (0.15 mol) of methacrylic acid, 1.6 ml of concentrated sulphuric acid and 1.0 g of 2,6-di-tert.-butyl-p-cresol are dissolved in toluene and the solution is refluxed for 2 hours, the water formed being separated off by means of a water separator downstream of the reaction vessel. The reaction solution is then cooled to room temperature, 5.52 g (0.075 mol) of calcium hydroxide are added and the mixtu...